From a dataset of the Open Reaction Database (ORD), a public repository of structured organic reaction records. describe an organic reaction: reactants, conditions, products, and yield Starting materials: N1(CCOCC1)C1=CC=CC=2CN(CCOC21)C(=O)OC(C)(C)C (tert-butyl 9-(morpholin-4-yl)-2,3-dihydro-1,4-benzoxazepine-4(5H)-carboxylate), C(C)(=O)OCC.Cl (hydrogen chloride-ethyl acetate). The solvent is C(C)(=O)OCC (ethyl acetate). Conditions: time 1 hour. The product is Cl.Cl.N1(CCOCC1)C1=CC=CC=2CNCCOC21 (9-(morpholin-4-yl)-2,3,4,5-tetrahydro-1,4-benzoxazepine dihydrochloride). Yield: 70.8%. Reaction SMILES: [N:1]1([C:7]2[C:17]3[O:16][CH2:15][CH2:14][N:13](C(OC(C)(C)C)=O)[CH2:12][C:11]=3[CH:10]=[CH:9][CH:8]=2)[CH2:6][CH2:5][O:4][CH2:3][CH2:2]1.C(OCC)(=O)C.[ClH:31]>C(OCC)(=O)C>[ClH:31].[ClH:31].[N:1]1([C:7]2[C:17]3[O:16][CH2:15][CH2:14][NH:13][CH2:12][C:11]=3[CH:10]=[CH:9][CH:8]=2)[CH2:6][CH2:5][O:4][CH2:3][CH2:2]1 |f:1.2,4.5.6|. Procedure: A mixture of tert-butyl 9-(morpholin-4-yl)-2,3-dihydro-1,4-benzoxazepine-4(5H)-carboxylate (150 mg, 0.449 mmol), ethyl acetate (1 ml) and 4N hydrogen chloride-ethyl acetate solution (4 ml) was stirred at room temperature for 1 hr, and the solvent was evaporated under reduced pressure. The residue was recrystallized from a mixed solvent of methanol and ether to give the desired product (97.5 mg, 70.8%) as a solid. Reactants: C(C)[SiH](CC)CC (triethylsilane), FC(C(=O)O)(F)F (trifluoroacetic acid), C(C)[SiH](CC)CC (triethylsilane), FC(C(=O)O)(F)F (trifluoroacetic acid), COC(CN1C(=CC2=CC(=CC=C12)F)C)=O ((5-fluoro-2-methylindol-1-yl)acetic acid methyl ester), N1=CC(=CC=C1)S(=O)(=O)C1=C(SC=C1)C=O (3-(pyridine-3-sulfonyl)thiophene-2-carbaldehyde). Reaction conditions: time 20 hour. Procedure details: A mixture of triethylsilane (0.42 g), trifluoroacetic acid (0.25 g) and 1,2-dichloroethane (2.0 mL) at −10° C. was treated dropwise with a mixture of (5-fluoro-2-methylindol-1-yl)acetic acid methyl ester (0.055 g), 3-(pyridine-3-sulfonyl)thiophene-2-carbaldehyde (0.075 g) and 1,2-dichloroethane (2.0 mL), and the resulting mixture was stirred at room temperature for 20 hours. The mixture was treated with additional triethylsilane (0.42 g) and trifluoroacetic acid (0.25 g), and stirred at room tem... As a reaction SMILES: C([SiH](CC)CC)C.FC(F)(F)C(O)=O.[CH3:15][O:16][C:17](=[O:30])[CH2:18][N:19]1[C:27]2[C:22](=[CH:23][C:24]([F:28])=[CH:25][CH:26]=2)[CH:21]=[C:20]1[CH3:29].[N:31]1[CH:36]=[CH:35][CH:34]=[C:33]([S:37]([C:40]2[CH:44]=[CH:43][S:42][C:41]=2[CH:45]=O)(=[O:39])=[O:38])[CH:32]=1>ClCCl.ClCCCl>[CH3:15][O:16][C:17](=[O:30])[CH2:18][N:19]1[C:27]2[C:22](=[CH:23][C:24]([F:28])=[CH:25][CH:26]=2)[C:21]([CH2:45][C:41]2[S:42][CH:43]=[CH:44][C:40]=2[S:37]([C:33]2[CH:32]=[N:31][CH:36]=[CH:35][CH:34]=2)(=[O:39])=[O:38])=[C:20]1[CH3:29]. Run in ClCCCl (1,2-dichloroethane), ClCCCl (1,2-dichloroethane), ClCCl (dichloromethane). Yields the product COC(CN1C(=C(C2=CC(=CC=C12)F)CC=1SC=CC1S(=O)(=O)C=1C=NC=CC1)C)=O ({5-fluoro-3-[3-(pyridine-3-sulfonyl)thiophen-2-ylmethyl]-2-methylindol-1-yl}acetic acid methyl ester). The yield is 23.7%. Run in CO (methanol). Reaction SMILES: [CH3:1][O-:2].[Na+].CO[CH2:6]/[C:7](=[CH:9]\[CH2:10][CH2:11][CH:12]([CH2:14][CH:15]=O)[CH3:13])/[CH3:8]>CO>[CH3:1][O:2][C:7]([CH3:6])([CH3:8])[CH2:9][CH2:10][CH2:11][CH:12]([CH3:13])[CH2:14][CH:15]=[CH:13][C:12]1[CH:14]=[CH:15][C:9]([CH:7]([CH3:8])[CH3:6])=[CH:10][CH:11]=1 |f:0.1|. The reactants are C[O-].[Na+] (sodium methoxide), COC\C(\C)=C/CCC(C)CC=O (methoxycitronellal). Procedure: reacting said methanol solution with sodium methoxide, followed by methoxycitronellal to produce 8-methoxy-4,8-dimethyl-1-(4-isopropylphenyl)-1-nonene, and The product is COC(CCCC(CC=CC1=CC=C(C=C1)C(C)C)C)(C)C (8-methoxy-4,8-dimethyl-1-(4-isopropylphenyl)-1-nonene). Starting materials: COCCN (2-Methoxyethylamine), ClC1=C(C(C2=CC=CC=C2C1=O)=O)NC(C)=O (N-(3-chloro-1,4-dihydro-1,4-dioxo-2-naphthalenyl)acetamide), O (Water). Run in C1=CC=CC=C1 (benzene). Run at time 1 hour. The product is COCCNC1=C(C(C2=CC=CC=C2C1=O)=O)NC(C)=O (N-[3-(2-methoxyethyl)amino-1,4-dihydro-1,4-dioxo-2-naphthalenyl]acetamide). As a reaction SMILES: [CH3:1][O:2][CH2:3][CH2:4][NH2:5].Cl[C:7]1[C:16](=[O:17])[C:15]2[C:10](=[CH:11][CH:12]=[CH:13][CH:14]=2)[C:9](=[O:18])[C:8]=1[NH:19][C:20](=[O:22])[CH3:21].O>C1C=CC=CC=1>[CH3:1][O:2][CH2:3][CH2:4][NH:5][C:7]1[C:16](=[O:17])[C:15]2[C:10](=[CH:11][CH:12]=[CH:13][CH:14]=2)[C:9](=[O:18])[C:8]=1[NH:19][C:20](=[O:22])[CH3:21]. Procedure: 2-Methoxyethylamine (0.8 ml) was added to a solution of N-(3-chloro-1,4-dihydro-1,4-dioxo-2-naphthalenyl)acetamide (1.0 g) in benzene (20 ml) and the mixture was stirred at room temperature for 1 hour. Water was added to the reaction solution and the mixture was extracted with chloroform. The organic layer was washed with water and brine and then dried over anhydrous sodium sulfate. The solvent was evaporated and the residue was recrystallized from ethyl acetate to give N-[3-(2-methoxyethyl)amin... Starting materials: NC=1C(=NNC1)C1=NC=2C(=CC=3C(C(N(C3C2)CC)=O)(C)C)N1 (2-(4-amino-1H-pyrazol-3-yl)-5-ethyl-7,7-dimethyl-5,7-dihydro-1H-imidazo[4,5-f]indol-6-one), FC(C=1C=C(C(=O)Cl)C=CC1)(F)F (3-(trifluoromethyl)benzoyl chloride). Yields the product C(C)N1C(C(C=2C=C3C(=CC12)N=C(N3)C3=NNC=C3NC(C3=CC(=CC=C3)C(F)(F)F)=O)(C)C)=O (N-[3-(5-Ethyl-7,7-dimethyl-6-oxo-1,5,6,7-tetrahydro-imidazo[4,5-f]indol-2-yl)-1H-pyrazol-4-yl]-3-trifluoromethyl-benzamide), powder. Yield: 50.0%. Reaction SMILES: [NH2:1][C:2]1[C:3]([C:7]2[NH:23][C:10]3=[CH:11][C:12]4[C:13]([CH3:22])([CH3:21])[C:14](=[O:20])[N:15]([CH2:18][CH3:19])[C:16]=4[CH:17]=[C:9]3[N:8]=2)=[N:4][NH:5][CH:6]=1.[F:24][C:25]([F:36])([F:35])[C:26]1[CH:27]=[C:28]([CH:32]=[CH:33][CH:34]=1)[C:29](Cl)=[O:30]>>[CH2:18]([N:15]1[C:16]2[CH:17]=[C:9]3[N:8]=[C:7]([C:3]4[C:2]([NH:1][C:29](=[O:30])[C:28]5[CH:32]=[CH:33][CH:34]=[C:26]([C:25]([F:24])([F:35])[F:36])[CH:27]=5)=[CH:6][NH:5][N:4]=4)[NH:23][C:10]3=[CH:11][C:12]=2[C:13]([CH3:22])([CH3:21])[C:14]1=[O:20])[CH3:19]. Reported procedure: N-[3-(5-Ethyl-7,7-dimethyl-6-oxo-1,5,6,7-tetrahydro-imidazo[4,5-f]indol-2-yl)-1H-pyrazol-4-yl]-3-trifluoromethyl-benzamide was prepared using 2-(4-amino-1H-pyrazol-3-yl)-5-ethyl-7,7-dimethyl-5,7-dihydro-1H-imidazo[4,5-f]indol-6-one (250 mg, 0.81 mmol) and 3-(trifluoromethyl)benzoyl chloride (131 μl, 0.89 mmol). The title compound was obtained as light brown powder (195 mg, 50%). Starting materials: ClC1=C(C=O)C(=CC(=C1)O)Cl (2,6-dichloro-4-hydroxy-benzaldehyde), C([O-])([O-])=O.[K+].[K+] (potassium carbonate), IC (iodomethane). Run in CN(C=O)C (dimethylformamide). The product is ClC1=C(C=O)C(=CC(=C1)OC)Cl (2,6-dichloro-4-methoxy-benzaldehyde). As a reaction SMILES: [Cl:1][C:2]1[CH:9]=[C:8]([OH:10])[CH:7]=[C:6]([Cl:11])[C:3]=1[CH:4]=[O:5].[C:12](=O)([O-])[O-].[K+].[K+].IC>CN(C)C=O>[Cl:1][C:2]1[CH:9]=[C:8]([O:10][CH3:12])[CH:7]=[C:6]([Cl:11])[C:3]=1[CH:4]=[O:5] |f:1.2.3|. Procedure: Combine 2,6-dichloro-4-hydroxy-benzaldehyde (120 g, 628.24 mmol) and potassium carbonate (173.65 g, 1256.5 mmol) in 900 mL dimethylformamide and treat with iodomethane (107 g, 753.9 mmol). Stir the reaction at room temperature for 3 hours. Filter off solids and pour into 6 L of water. Filter solids, wash several times with water, air dry and dissolve in ethyl acetate. Wash with water, followed by brine and then dry over sodium sulfate. Filter and concentrate under vacuum to ˜100 mL volume, at wh...